From a dataset of the Open Reaction Database (ORD), a public repository of structured organic reaction records. describe an organic reaction: reactants, conditions, products, and yield Reactants: B, CN(CCCC(=O)N1CCN(c2cc(C3CCC3)nc(C(C)(C)C)n2)CC1)C(=O)OC(C)(C)C, C1CCOC1. Product: CN(CCCCN1CCN(c2cc(C3CCC3)nc(C(C)(C)C)n2)CC1)C(=O)OC(C)(C)C. Reaction SMILES: [BH3:35].[C:1]([CH3:2])([CH3:3])([CH3:4])[O:5][C:6]([N:7]([CH3:8])[CH2:9][CH2:10][CH2:11][C:12](=[O:13])[N:14]1[CH2:15][CH2:16][N:17]([c:20]2[n:21][c:22]([C:30]([CH3:31])([CH3:32])[CH3:33])[n:23][c:24]([CH:26]3[CH2:27][CH2:28][CH2:29]3)[cH:25]2)[CH2:18][CH2:19]1)=[O:34].[O:36]1[CH2:37][CH2:38][CH2:39][CH2:40]1>>[C:1]([CH3:2])([CH3:3])([CH3:4])[O:5][C:6]([N:7]([CH3:8])[CH2:9][CH2:10][CH2:11][CH2:12][N:14]1[CH2:15][CH2:16][N:17]([c:20]2[n:21][c:22]([C:30]([CH3:31])([CH3:32])[CH3:33])[n:23][c:24]([CH:26]3[CH2:27][CH2:28][CH2:29]3)[cH:25]2)[CH2:18][CH2:19]1)=[O:34]. Reactants: C(C)(C)(C)OC(=O)N1[C@@H](CC(C1)=NOC)C(=O)O ((2S,4EZ)-1-(tert-butoxycarbonyl)-4-(methoxyimino)-2-pyrrolidinecarboxylic acid), C1(=CC=C(C=C1)C(=O)Cl)C1=CC=CC=C1 ([1,1′-biphenyl]-4-carbonyl chloride), NCC(O)C=1C=C(C(=CC1)O)O (4-[(1RS)-2-amino-1-hydroxyethyl]-1,2-benzenediol). The product is C1(=CC=C(C=C1)C(=O)N1C(CC(C1)=NOC)C(=O)NCC(O)C1=CC(=C(C=C1)O)O)C1=CC=CC=C1 ([1,1′-biphenyl]-4-ylcarbonyl-N-[(2RS)-2-(3,4-dihydroxy-phenyl)-2-hydroxyethyl]-4-(methoxyimino)-2-pyrrolidinecarboxamide). RXN SMILES: C(O[C:6]([N:8]1[CH2:12][C:11](=[N:13][O:14][CH3:15])[CH2:10][C@H:9]1[C:16]([OH:18])=O)=[O:7])(C)(C)C.[C:19]1([C:28]2[CH:33]=[CH:32][CH:31]=[CH:30][CH:29]=2)[CH:24]=[CH:23][C:22](C(Cl)=O)=[CH:21][CH:20]=1.[NH2:34][CH2:35][CH:36]([C:38]1[CH:39]=[C:40]([OH:45])[C:41]([OH:44])=[CH:42][CH:43]=1)[OH:37]>>[C:28]1([C:19]2[CH:20]=[CH:21][CH:22]=[CH:23][CH:24]=2)[CH:29]=[CH:30][C:31]([C:6]([N:8]2[CH2:12][C:11](=[N:13][O:14][CH3:15])[CH2:10][CH:9]2[C:16]([NH:34][CH2:35][CH:36]([C:38]2[CH:43]=[CH:42][C:41]([OH:44])=[C:40]([OH:45])[CH:39]=2)[OH:37])=[O:18])=[O:7])=[CH:32][CH:33]=1. Reported procedure: Following the general method as outlined in Example 22, starting from (2S,4EZ)-1-(tert-butoxycarbonyl)-4-(methoxyimino)-2-pyrrolidinecarboxylic acid, [1,1′-biphenyl]-4-carbonyl chloride, and 4-[(1RS)-2-amino-1-hydroxyethyl]-1,2-benzenediol, the title compound was obtained in 66% purity by HPLC. MS(ESI+): m/z=490.